Dataset: the Open Reaction Database (ORD), a public repository of structured organic reaction records. Task: describe an organic reaction: reactants, conditions, products, and yield The reactants are F[B-](F)(F)F.CN(C1=CC=C(C=N[N+]2=C(N(C=C2)N=CC2=CC=C(C=C2)N(C)C)SC)C=C1)C (1,3-bis[[p-(dimethylamino)benzylidene]amino]-2-(methylthio)imidazolium tetrafluoroborate), NC(C)CCCN(CC)CC (2-amino-5-(diethylamino)pentane). Solvent: C(C)#N (acetonitrile). Conditions: time 24 hour. Yields the product F[B-](F)(F)F.CN(C1=CC=C(C=N[N+]2=C(N(C=C2)N=CC2=CC=C(C=C2)N(C)C)NC(CCCN(CC)CC)C)C=C1)C (1,3-bis[[p-(dimethylamino) benzylidene]amino]-2-[[4-(diethylamino)-1-methylbutyl]amino]imidazolium tetrafluoroborate). RXN SMILES: [F:1][B-:2]([F:5])([F:4])[F:3].[CH3:6][N:7]([CH3:34])[C:8]1[CH:33]=[CH:32][C:11]([CH:12]=[N:13][N+:14]2[CH:18]=[CH:17][N:16]([N:19]=[CH:20][C:21]3[CH:26]=[CH:25][C:24]([N:27]([CH3:29])[CH3:28])=[CH:23][CH:22]=3)[C:15]=2SC)=[CH:10][CH:9]=1.[NH2:35][CH:36]([CH2:38][CH2:39][CH2:40][N:41]([CH2:44][CH3:45])[CH2:42][CH3:43])[CH3:37]>C(#N)C>[F:1][B-:2]([F:5])([F:4])[F:3].[CH3:6][N:7]([CH3:34])[C:8]1[CH:33]=[CH:32][C:11]([CH:12]=[N:13][N+:14]2[CH:18]=[CH:17][N:16]([N:19]=[CH:20][C:21]3[CH:26]=[CH:25][C:24]([N:27]([CH3:29])[CH3:28])=[CH:23][CH:22]=3)[C:15]=2[NH:35][CH:36]([CH3:37])[CH2:38][CH2:39][CH2:40][N:41]([CH2:44][CH3:45])[CH2:42][CH3:43])=[CH:10][CH:9]=1 |f:0.1,4.5|. Procedure: 2.47 g of 1,3-bis[[p-(dimethylamino)benzylidene]amino]-2-(methylthio)imidazolium tetrafluoroborate are suspended in 50 ml of absolute acetonitrile, whereupon the suspension is treated with 7.8 g of absolute 2-amino-5-(diethylamino)pentane. The mixture is stirred at room temperature under an argon atmosphere for about 24 hours. The insoluble constituents are removed by filtration and the filtrate is treated with 450 ml of diethyl ether. The pale yellow precipitate obtained is removed by filtratio... Reactants: O=C1[C@@]2(C=3C(=NC=C(C3)[Sn](CCCC)(CCCC)CCCC)N1COCC[Si](C)(C)C)CC=1C(=NC=C(C1)C(=O)OCC)C2 (ethyl (6S)-2′-oxo-5′-(tributylstannanyl)-1′-{[2-(trimethylsilyl)ethoxy]methyl}-1′,2′,5,7-tetrahydrospiro[cyclopenta[b]pyridine-6,3′-pyrrolo[2,3-b]pyridine]-3-carboxylate), C([O-])(O)=O.[Na+] (sodium bicarbonate), [B-](F)(F)(F)F.[B-](F)(F)(F)F.C1C[N+]2(CC[N+]1(CC2)CCl)F (N-chloromethyl-N′-fluorotriethylenediammonium bis(tetrafluoroborate)), FC(S(=O)(=O)[O-])(F)F.[Na+] (sodium trifluoromethanesulfonate), CO (methanol), C([O-])(O)=O.[Na+] (sodium bicarbonate). The reagents and catalysts are [Ag-]=O (silver(I) oxide). Run in CC(=O)C (acetone). Run at temperature 65 celsius. The product is FC=1C=C2C(=NC1)N(C([C@]21CC=2C(=NC=C(C2)C(=O)OCC)C1)=O)COCC[Si](C)(C)C (Ethyl (6S)-5′-fluoro-2′-oxo-1′-{[2-(trimethylsilyl)ethoxy]methyl}-1′,2′,5,7-tetrahydrospiro[cyclopenta[b]pyridine-6,3′-pyrrolo[2,3-b]pyridine]-3-carboxylate). Reaction SMILES: [O:1]=[C:2]1[N:23]([CH2:24][O:25][CH2:26][CH2:27][Si:28]([CH3:31])([CH3:30])[CH3:29])[C:5]2=[N:6][CH:7]=[C:8]([Sn](CCCC)(CCCC)CCCC)[CH:9]=[C:4]2[C@@:3]21[CH2:44][C:34]1=[N:35][CH:36]=[C:37]([C:39]([O:41][CH2:42][CH3:43])=[O:40])[CH:38]=[C:33]1[CH2:32]2.C(=O)(O)[O-].[Na+].[B-](F)(F)(F)[F:51].[B-](F)(F)(F)F.C1[N+]2(CCl)CC[N+](F)(CC2)C1.FC(F)(F)S([O-])(=O)=O.[Na+].CO>CC(C)=O.[Ag-]=O>[F:51][C:8]1[CH:9]=[C:4]2[C@:3]3([CH2:44][C:34]4=[N:35][CH:36]=[C:37]([C:39]([O:41][CH2:42][CH3:43])=[O:40])[CH:38]=[C:33]4[CH2:32]3)[C:2](=[O:1])[N:23]([CH2:24][O:25][CH2:26][CH2:27][Si:28]([CH3:31])([CH3:30])[CH3:29])[C:5]2=[N:6][CH:7]=1 |f:1.2,3.4.5,6.7|. Procedure details: A stirred mixture of ethyl (6S)-2′-oxo-5′-(tributylstannanyl)-1′-{[2-(trimethylsilyl)ethoxy]methyl}-1′,2′,5,7-tetrahydrospiro[cyclopenta[b]pyridine-6,3′-pyrrolo[2,3-b]pyridine]-3-carboxylate (1.00 g, 1.37 mmol), sodium bicarbonate (231 mg, 2.74 mmol), silver(I) oxide (32 mg, 0.137 mmol), N-chloromethyl-N′-fluorotriethylenediammonium bis(tetrafluoroborate) (972 mg, 2.74 mmol), sodium trifluoromethanesulfonate (236 mg, 1.37 mmol) and methanol (0.278 mL, 6.86 mmol) in acetone (50 mL) in a sealed ve... Reactants: CC(NC(=O)OCc1ccccc1)C(=O)O, CCN=C=NCCCN(C)C, CN(C)c1ccncc1, CN(C)C=O, COc1cc(NC(=O)N(c2ccc(N(C)C)cc2)C2CCCCCC2)c(O)c(C(C)(C)C)c1, Cl. Product: COc1cc(NC(=O)N(c2ccc(N(C)C)cc2)C2CCCCCC2)c(OC(=O)C(C)NC(=O)OCc2ccccc2)c(C(C)(C)C)c1. As a reaction SMILES: [CH2:34]([c:35]1[cH:36][cH:37][cH:38][cH:39][cH:40]1)[O:41][C:42](=[O:43])[NH:44][CH:45]([CH3:46])[C:47](=[O:48])[OH:49].[CH2:51]([N:52]=[C:53]=[N:54][CH2:55][CH2:56][CH2:57][N:58]([CH3:59])[CH3:60])[CH3:61].[CH3:62][N:63]([CH3:64])[c:65]1[cH:66][cH:67][n:68][cH:69][cH:70]1.[CH3:71][N:72]([CH3:73])[CH:74]=[O:75].[CH:1]1([N:8]([C:9]([NH:10][c:11]2[c:12]([OH:23])[c:13]([C:19]([CH3:20])([CH3:21])[CH3:22])[cH:14][c:15]([O:17][CH3:18])[cH:16]2)=[O:24])[c:25]2[cH:26][cH:27][c:28]([N:31]([CH3:32])[CH3:33])[cH:29][cH:30]2)[CH2:2][CH2:3][CH2:4][CH2:5][CH2:6][CH2:7]1.[ClH:50]>>[CH:1]1([N:8]([C:9]([NH:10][c:11]2[c:12]([O:23][C:47]([CH:45]([NH:44][C:42]([O:41][CH2:34][c:35]3[cH:36][cH:37][cH:38][cH:39][cH:40]3)=[O:43])[CH3:46])=[O:48])[c:13]([C:19]([CH3:20])([CH3:21])[CH3:22])[cH:14][c:15]([O:17][CH3:18])[cH:16]2)=[O:24])[c:25]2[cH:26][cH:27][c:28]([N:31]([CH3:32])[CH3:33])[cH:29][cH:30]2)[CH2:2][CH2:3][CH2:4][CH2:5][CH2:6][CH2:7]1. Reactants: Nc1c[nH]c2ncc(C(F)(F)F)c(Cl)c12, Cl, c1ccncc1, O=C(Cl)c1ccccn1. Product: O=C(Nc1c[nH]c2ncc(C(F)(F)F)c(Cl)c12)c1ccccn1. RXN SMILES: [Cl:11][c:12]1[c:13]2[c:14]([n:15][cH:16][c:17]1[C:18]([F:19])([F:20])[F:21])[nH:22][cH:23][c:24]2[NH2:25].[ClH:1].[cH:26]1[cH:27][cH:28][n:29][cH:30][cH:31]1.[n:2]1[c:3]([C:8](=[O:9])[Cl:10])[cH:4][cH:5][cH:6][cH:7]1>>[n:2]1[c:3]([C:8](=[O:9])[NH:25][c:24]2[c:13]3[c:12]([Cl:11])[c:17]([C:18]([F:19])([F:20])[F:21])[cH:16][n:15][c:14]3[nH:22][cH:23]2)[cH:4][cH:5][cH:6][cH:7]1. The reactants are CCO, CCOC(=O)C(OCc1ccc(Cl)cc1)(C(F)(F)F)C(F)(F)F, [Na+], [OH-]. Product: O=C(O)C(OCc1ccc(Cl)cc1)(C(F)(F)F)C(F)(F)F. Reaction SMILES: [CH3:26][CH2:27][OH:28].[Cl:1][c:2]1[cH:3][cH:4][c:5]([CH2:6][O:7][C:8]([C:9](=[O:10])[O:11][CH2:12][CH3:13])([C:14]([F:15])([F:16])[F:17])[C:18]([F:19])([F:20])[F:21])[cH:22][cH:23]1.[Na+:25].[OH-:24]>>[Cl:1][c:2]1[cH:3][cH:4][c:5]([CH2:6][O:7][C:8]([C:9](=[O:10])[OH:11])([C:14]([F:15])([F:16])[F:17])[C:18]([F:19])([F:20])[F:21])[cH:22][cH:23]1. Reactants: C1(CC1)COC1=CC(=NC=C1N1CC(C1)(F)F)C(=O)O (4-Cyclopropylmethoxy-5-(3,3-difluoro-azetidin-1-yl)-pyridine-2-carboxylic acid), NC(C(=O)N)C(C)(C)C (2-Amino-3,3-dimethyl-butyramide), Cl (hydrochloride). Yields the product NC(C(C(C)(C)C)NC(=O)C1=NC=C(C(=C1)OCC1CC1)N1CC(C1)(F)F)=O (N-(1-amino-3,3-dimethyl-1-oxobutan-2-yl)-4-(cyclopropylmethoxy)-5-(3,3-difluoroazetidin-1-yl)pyridine-2-carboxamide). RXN SMILES: [CH:1]1([CH2:4][O:5][C:6]2[C:11]([N:12]3[CH2:15][C:14]([F:17])([F:16])[CH2:13]3)=[CH:10][N:9]=[C:8]([C:18]([OH:20])=O)[CH:7]=2)[CH2:3][CH2:2]1.[NH2:21][CH:22]([C:26]([CH3:29])([CH3:28])[CH3:27])[C:23]([NH2:25])=[O:24].Cl>>[NH2:25][C:23](=[O:24])[CH:22]([NH:21][C:18]([C:8]1[CH:7]=[C:6]([O:5][CH2:4][CH:1]2[CH2:2][CH2:3]2)[C:11]([N:12]2[CH2:13][C:14]([F:16])([F:17])[CH2:15]2)=[CH:10][N:9]=1)=[O:20])[C:26]([CH3:29])([CH3:28])[CH3:27]. Procedure: The title compound was synthesized in analogy to Example 112e, using 4-Cyclopropylmethoxy-5-(3,3-difluoro-azetidin-1-yl)-pyridine-2-carboxylic acid (example 53e) and 2-Amino-3,3-dimethyl-butyramide; hydrochloride (CAN 113582-42-6) as starting materials and isolated (58 mg, 83%); MS (ESI, m/z): 397.3 (M+H+). The reactants are O=C1CCC=2NC(=CC21)C(=O)OC (methyl 4-oxo-1,4,5,6-tetrahydrocyclopenta[b]pyrrole-2-carboxylate), O.[OH-].[Li+] (lithium hydroxide monohydrate). Yields the product O=C1CCC=2NC(=CC21)C(=O)O (4-oxo-1,4,5,6-tetrahydrocyclopenta[b]pyrrole-2-carboxylic acid). As a reaction SMILES: [O:1]=[C:2]1[C:9]2[CH:8]=[C:7]([C:10]([O:12]C)=[O:11])[NH:6][C:5]=2[CH2:4][CH2:3]1.O.[OH-].[Li+]>>[O:1]=[C:2]1[C:9]2[CH:8]=[C:7]([C:10]([OH:12])=[O:11])[NH:6][C:5]=2[CH2:4][CH2:3]1 |f:1.2.3|. Procedure: The title compound was synthesized from methyl 4-oxo-1,4,5,6-tetrahydrocyclopenta[b]pyrrole-2-carboxylate (11 mg, 0.06 mmol) and lithium hydroxide monohydrate (10 mg, 0.25 mmol) according to General Procedure 7 (6.8 mg, 67%). 1H NMR (400 MHz, METHANOL-d4) δ ppm 2.89-2.93 (m, 2H), 2.98-3.02 (m, 2H), 6.89 (s, 1H); LCMS-MS (ESI+) 163.7 (M−H); HPLC (UV=100%). Reactants: C1(CC1)C=O (Cyclopropanecarboxaldehyde), C(C=C)N (allylamine), C(#N)[BH3-].[Na+] (sodium cyanoborohydride). Run in CO (MeOH). Reaction conditions: time 2 hour. The product is [NH4+].[OH-] (NH4OH), C1(CC1)CNCC=C (N-(Cyclopropylmethyl)prop-2-en-1-amine). RXN SMILES: [CH:1]1([CH:4]=[O:5])[CH2:3][CH2:2]1.[CH2:6]([NH2:9])[CH:7]=[CH2:8].C([BH3-])#N.[Na+]>CO>[NH4+:9].[OH-:5].[CH:1]1([CH2:4][NH:9][CH2:6][CH:7]=[CH2:8])[CH2:3][CH2:2]1 |f:2.3,5.6|. Reported procedure: Cyclopropanecarboxaldehyde (1.00 g, 14.3 mmol) was added dropwise to a stirred solution of allylamine (4.07 g, 71.3 mmol) in MeOH (100 mL) and stirring was continued at ambient temperature for 2 h, then sodium cyanoborohydride (0.94 g, 15.0 mmol) was added. After 3 h, the solvent was removed under reduced pressure. The crude product was purified by silica gel chromatography, eluting with a gradient of CH2Cl2:MeOH:NH4OH—100:0:0 to 90:10:1 to provide the title compound as a yellow oil. MS: m/z=112...